Dataset: the Open Reaction Database (ORD), a public repository of structured organic reaction records. Task: describe an organic reaction: reactants, conditions, products, and yield Reactants: C(C)(C)(C)OC(C(C(=O)OC(C)(C)C)C1=C(C(=CC(=C1)F)N)[N+](=O)[O-])=O (2-(3-Amino-5-fluoro-2-nitro-phenyl)-malonic acid di-tert-butyl ester), O (water). Run in Cl (HCl), O1CCOCC1 (dioxane). Reaction conditions: temperature 40 celsius. Yields the product NC=1C(=C(C=C(C1)F)CC(=O)O)[N+](=O)[O-] (3-Amino-5-fluoro-2-nitro phenyl acetic acid). As a reaction SMILES: C([O:5][C:6](=[O:26])[CH:7]([C:15]1[CH:20]=[C:19]([F:21])[CH:18]=[C:17]([NH2:22])[C:16]=1[N+:23]([O-:25])=[O:24])C(OC(C)(C)C)=O)(C)(C)C.O>Cl.O1CCOCC1>[NH2:22][C:17]1[C:16]([N+:23]([O-:25])=[O:24])=[C:15]([CH2:7][C:6]([OH:26])=[O:5])[CH:20]=[C:19]([F:21])[CH:18]=1. Procedure: To the 2-(3-Amino-5-fluoro-2-nitro-phenyl)-malonic acid di-tert-butyl ester (140 g) in 500 mL of 4N HCl in dioxane was added 50 mL of water and heated to 40° C. for 2 days. The solution was extracted with ethyl acetate (3X's) and the ethyl acetate washed with water (3X's) and brine. The organic fraction was dried over MgSO4 and was concentrated to give 78 g of crude (66% pure by LC/MS); 1H NMR (500 MHz, DMSO) δ 12.40 (brs, 1H), 7.04 (s, 2H), 6.68 (dd, J=10.92.8 Hz, 1H), 6.47 (dd, J=10.9, 2.8 Hz,... Reactants: O (water), C1(=CC=CC=C1)CO (phenylmethanol), Cl.CN(CCCN=C=NCC)C (N-[3-(dimethylamino)propyl]-N′-ethylcarbodiimide hydrochloride), ClC1=C2C(=NC=C1C(=O)O)NC=C2 (4-chloro-1H-pyrrolo[2,3-b]pyridine-5-Carboxylic acid). Solvent: CN(C=O)C (N,N-dimethylformamide). Reaction conditions: time 3 day. Product: ClC1=C2C(=NC=C1C(=O)OCC1=CC=CC=C1)NC=C2 (benzyl 4-chloro-1H-pyrrolo[2,3-b]pyridine-5-carboxylate). The yield is 40.0%. Reaction SMILES: [Cl:1][C:2]1[C:7]([C:8]([OH:10])=[O:9])=[CH:6][N:5]=[C:4]2[NH:11][CH:12]=[CH:13][C:3]=12.[C:14]1([CH2:20]O)[CH:19]=[CH:18][CH:17]=[CH:16][CH:15]=1.Cl.CN(C)CCCN=C=NCC.O>CN(C)C=O>[Cl:1][C:2]1[C:7]([C:8]([O:10][CH2:20][C:14]2[CH:19]=[CH:18][CH:17]=[CH:16][CH:15]=2)=[O:9])=[CH:6][N:5]=[C:4]2[NH:11][CH:12]=[CH:13][C:3]=12 |f:2.3|. Reported procedure: To a suspension of 4-chloro-1H-pyrrolo[2,3-b]pyridine-5-Carboxylic acid (343 mg) in N,N-dimethylformamide (4 ml) was added phenylmethanol (375 μl) 4-dimethylaminopyridine (428 mg) and N-[3-(dimethylamino)propyl]-N′-ethylcarbodiimide hydrochloride (676 mg). After stirring at ambient temperature for 3 days, the reaction mixture was poured into water, and extracted with EtOAc. The organic layer was washed with brine, dried over MgSO4 and evaporated in vacuo. The residue was purified by column chrom...